From a dataset of the Open Reaction Database (ORD), a public repository of structured organic reaction records. describe an organic reaction: reactants, conditions, products, and yield Starting materials: C1(CC1)CCN(C=1C(=NN2C1SC=C2C2=C(C=C(C=C2OC)COCC)OC)OC)C2CCOCC2 (N-(2-cyclopropylethyl)-3-[4-(ethoxymethyl)-2,6-dimethoxyphenyl]-6-methoxy-N-(tetrahydro-2H-pyran-4-yl)pyrazolo[5,1-b][1,3]thiazole-7-amine), C(C)O (ethanol), P(O)(O)(O)=O (phosphoric acid). Solvent: C(C)(=O)OCC (ethyl acetate). Conditions: time 5 minute. The product is P(=O)(O)(O)O.C1(CC1)CCN(C=1C(=NN2C1SC=C2C2=C(C=C(C=C2OC)COCC)OC)OC)C2CCOCC2 (N-(2-Cyclopropylethyl)-3-[4-(ethoxymethyl)-2,6-dimethoxyphenyl]-6-methoxy-N-(tetrahydro-2H-pyran-4-yl)pyrazolo[5,1-b][1,3]thiazole-7-amine phosphate). RXN SMILES: [CH:1]1([CH2:4][CH2:5][N:6]([CH:31]2[CH2:36][CH2:35][O:34][CH2:33][CH2:32]2)[C:7]2[C:8]([O:29][CH3:30])=[N:9][N:10]3[C:14]([C:15]4[C:20]([O:21][CH3:22])=[CH:19][C:18]([CH2:23][O:24][CH2:25][CH3:26])=[CH:17][C:16]=4[O:27][CH3:28])=[CH:13][S:12][C:11]=23)[CH2:3][CH2:2]1.C(O)C.[P:40](=[O:44])([OH:43])([OH:42])[OH:41]>C(OCC)(=O)C>[P:40]([OH:44])([OH:43])([OH:42])=[O:41].[CH:1]1([CH2:4][CH2:5][N:6]([CH:31]2[CH2:32][CH2:33][O:34][CH2:35][CH2:36]2)[C:7]2[C:8]([O:29][CH3:30])=[N:9][N:10]3[C:14]([C:15]4[C:20]([O:21][CH3:22])=[CH:19][C:18]([CH2:23][O:24][CH2:25][CH3:26])=[CH:17][C:16]=4[O:27][CH3:28])=[CH:13][S:12][C:11]=23)[CH2:3][CH2:2]1 |f:4.5|. Procedure details: To a mixture of N-(2-cyclopropylethyl)-3-[4-(ethoxymethyl)-2,6-dimethoxyphenyl]-6-methoxy-N-(tetrahydro-2H-pyran-4-yl)pyrazolo[5,1-b][1,3]thiazole-7-amine (757.0 mg), ethanol (10 mL) and ethyl acetate (5 mL) was added phosphoric acid (14.6M, 101 μL). The mixture was stirred at room temperature for 5 minutes and the solvent was removed by blowing nitrogen stream and dried to obtain the title compound (856.0 mg). The reactants are CS(C)=O, CCN(C(C)C)C(C)C, FC(F)(F)c1cccnc1Cl, O=C1CNCCN1, O. Yields the product O=C1CN(c2ncccc2C(F)(F)F)CCN1. Reaction SMILES: [CH3:28][S:29]([CH3:30])=[O:31].[CH:19]([N:20]([CH:21]([CH3:22])[CH3:23])[CH2:24][CH3:25])([CH3:26])[CH3:27].[Cl:8][c:9]1[n:10][cH:11][cH:12][cH:13][c:14]1[C:15]([F:16])([F:17])[F:18].[NH:1]1[C:2](=[O:7])[CH2:3][NH:4][CH2:5][CH2:6]1.[OH2:32]>>[NH:1]1[C:2](=[O:7])[CH2:3][N:4]([c:9]2[n:10][cH:11][cH:12][cH:13][c:14]2[C:15]([F:16])([F:17])[F:18])[CH2:5][CH2:6]1. Starting materials: ClC1=CC(N(C(N1CC1=CC=C(C=C1)C1=C(C=CC=C1)C1=NN=NN1C(C1=CC=CC=C1)(C1=CC=CC=C1)C1=CC=CC=C1)=O)CCC)=O (6-chloro-3-propyl-1-[[2'-(N-trityltetrazol-5-yl)biphenyl-4-yl]methyl]pyrimidine-2,4(1H,3H)-dione), C(CC)N (propylamine). Run in C(C)O (ethanol). Yields the product C(CC)N1C(N(C(=CC1=O)NCCC)CC1=CC=C(C=C1)C1=C(C=CC=C1)C1=NN=NN1)=O (3-Propyl-6-propylamino-1-[[2'-(1H-tetrazol-5-yl)biphenyl-4-yl]methyl]pyrimidine-2,4(1H,3H)-dione). Isolated yield 173.2%. RXN SMILES: Cl[C:2]1[N:7]([CH2:8][C:9]2[CH:14]=[CH:13][C:12]([C:15]3[CH:20]=[CH:19][CH:18]=[CH:17][C:16]=3[C:21]3[N:25](C(C4C=CC=CC=4)(C4C=CC=CC=4)C4C=CC=CC=4)[N:24]=[N:23][N:22]=3)=[CH:11][CH:10]=2)[C:6](=[O:45])N(CCC)[C:4](=[O:49])[CH:3]=1.[CH2:50]([NH2:53])[CH2:51][CH3:52]>C(O)C>[CH2:50]([N:53]1[C:4](=[O:49])[CH:3]=[C:2]([NH:7][CH2:2][CH2:3][CH3:4])[N:7]([CH2:8][C:9]2[CH:14]=[CH:13][C:12]([C:15]3[CH:20]=[CH:19][CH:18]=[CH:17][C:16]=3[C:21]3[NH:25][N:24]=[N:23][N:22]=3)=[CH:11][CH:10]=2)[C:6]1=[O:45])[CH2:51][CH3:52]. Procedure: A solution of 6-chloro-3-propyl-1-[[2'-(N-trityltetrazol-5-yl)biphenyl-4-yl]methyl]pyrimidine-2,4(1H,3H)-dione (1.0 g) and propylamine (0.19 g) in ethanol (20 ml) was heated under reflux for 18 hours with stirring. The reaction mixture was concentrated to dryness and then the residue was extracted with methylene chloride-dilute hydrochloric acid. The organic layer was washed with water, and evaporated to dryness. The resulting residue was purified by column chromatography on silica gel to give p... Starting materials: CCCCCCCCCCCCCCCCNc1ccc(C#N)cc1, CC(C)C[Al+]CC(C)C, CO, Cc1ccccc1, ClCCl, [H-], O=S(=O)(O)O. Yields the product CCCCCCCCCCCCCCCCNc1ccc(C=O)cc1. RXN SMILES: [CH2:11]([CH2:12][CH2:13][CH2:14][CH2:15][CH2:16][CH2:17][CH2:18][CH2:19][CH2:20][CH2:21][CH2:22][CH2:23][CH2:24][CH2:25][CH3:26])[NH:27][c:28]1[cH:29][cH:30][c:31]([C:32]#[N:33])[cH:34][cH:35]1.[CH2:2]([Al+:3][CH2:4][CH:5]([CH3:6])[CH3:7])[CH:8]([CH3:9])[CH3:10].[CH3:36][OH:37].[CH3:43][c:44]1[cH:45][cH:46][cH:47][cH:48][cH:49]1.[Cl:50][CH2:51][Cl:52].[H-:1].[S:38]([OH:39])(=[O:40])(=[O:41])[OH:42]>>[CH2:11]([CH2:12][CH2:13][CH2:14][CH2:15][CH2:16][CH2:17][CH2:18][CH2:19][CH2:20][CH2:21][CH2:22][CH2:23][CH2:24][CH2:25][CH3:26])[NH:27][c:28]1[cH:29][cH:30][c:31]([CH:32]=[O:39])[cH:34][cH:35]1. Starting materials: C(CCC)N(C1=CC=C(C=C1)C=CC1=CC=C(C=C1)S(=O)(=O)CCCOC1COCCC1)CCCC (4-Dibutylamino-4'-[(3-tetrahydropyranyloxy)-1-propylsulfonyl]stilbene), O1CCCC1 (tetrahydrofuran), Cl (hydrochloric acid). Reaction conditions: temperature 50 celsius. The product is C(CCCCCCCCCCCCCCCCC)OC1=CC=C(C=C1)C=CC1=CC=C(C=C1)S(=O)(=O)CCCO (4-octadecyloxy-4'-[(3-hydroxy)-1-propylsulfonyl]stilbene). As a reaction SMILES: C(N(CCCC)[C:6]1[CH:11]=[CH:10][C:9]([CH:12]=[CH:13][C:14]2[CH:19]=[CH:18][C:17]([S:20]([CH2:23][CH2:24][CH2:25][O:26]C3CCCOC3)(=[O:22])=[O:21])=[CH:16][CH:15]=2)=[CH:8][CH:7]=1)CCC.Cl.[O:38]1[CH2:42][CH2:41][CH2:40][CH2:39]1>>[CH2:39]([O:38][C:6]1[CH:7]=[CH:8][C:9]([CH:12]=[CH:13][C:14]2[CH:15]=[CH:16][C:17]([S:20]([CH2:23][CH2:24][CH2:25][OH:26])(=[O:21])=[O:22])=[CH:18][CH:19]=2)=[CH:10][CH:11]=1)[CH2:40][CH2:41][CH2:42][CH2:19][CH2:18][CH2:17][CH2:16][CH2:15][CH2:14][CH2:13][CH2:12][CH2:9][CH2:8][CH2:7][CH2:6][CH2:11][CH3:10]. Procedure: 9.02 g (13.8 mmol) of 3i are dissolved in 140 ml of tetrahydrofuran. After addition of 100 ml of 2M hydrochloric acid the mixture is heated at 50° C. for 4 hours. The mixture becomes turbid and on cooling a colorless precipitate separates, which is filtered off and first washed with a little THF and then with water. The solid is dried in a vacuum desiccator. 4.50 g of colorless powder of m.p. 137° C. are obtained. The mother liquor is concentrated, extracted a number of times with dichloromethan... The reactants are CCOC(C)=O, CC1(C)OCC(CCN=[N+]=[N-])O1. The product is CC1(C)OCC(CCN)O1. Reaction SMILES: [CH3:13][CH2:14][O:15][C:16](=[O:17])[CH3:18].[N:1](=[N+:2]=[N-:3])[CH2:4][CH2:5][CH:6]1[O:7][C:8]([CH3:11])([CH3:12])[O:9][CH2:10]1>>[NH2:1][CH2:4][CH2:5][CH:6]1[O:7][C:8]([CH3:11])([CH3:12])[O:9][CH2:10]1.